This data is from the Open Reaction Database (ORD), a public repository of structured organic reaction records. The task is: describe an organic reaction: reactants, conditions, products, and yield Reactants: ClC=1C2=C(N=CN1)CCN(C2)C2=NC=C(C=C2)C (4-chloro-5,6,7,8-tetrahydro-6-(5-methylpyridin-2-yl)pyrido[4,3-d]pyrimidine), N[C@H](CO)C=1C=NC(=CC1)OC ((S)-2-amino-2-(6-methoxypyridin-3-yl)ethanol), C(C)(C)N(C(C)C)CC (N,N-diisopropylethylamine). Solvent: C(C)#N (acetonitrile). Yields the product COC1=CC=C(C=N1)[C@@H](CO)NC=1C2=C(N=CN1)CCN(C2)C2=NC=C(C=C2)C ((S)-2-(6-Methoxy-pyridin-3-yl)-2-[6-(5-methyl-pyridin-2-yl)-5,6,7,8-tetrahydro-pyrido[4,3-d]pyrimidin-4-ylamino]-ethanol). RXN SMILES: Cl[C:2]1[C:3]2[CH2:11][N:10]([C:12]3[CH:17]=[CH:16][C:15]([CH3:18])=[CH:14][N:13]=3)[CH2:9][CH2:8][C:4]=2[N:5]=[CH:6][N:7]=1.[NH2:19][C@@H:20]([C:23]1[CH:24]=[N:25][C:26]([O:29][CH3:30])=[CH:27][CH:28]=1)[CH2:21][OH:22].C(N(CC)C(C)C)(C)C>C(#N)C>[CH3:30][O:29][C:26]1[N:25]=[CH:24][C:23]([C@H:20]([NH:19][C:2]2[C:3]3[CH2:11][N:10]([C:12]4[CH:17]=[CH:16][C:15]([CH3:18])=[CH:14][N:13]=4)[CH2:9][CH2:8][C:4]=3[N:5]=[CH:6][N:7]=2)[CH2:21][OH:22])=[CH:28][CH:27]=1. Procedure details: A reaction mixture of 4-chloro-5,6,7,8-tetrahydro-6-(5-methylpyridin-2-yl)pyrido[4,3-d]pyrimidine (55 mg, 0.21 mmol) and (S)-2-amino-2-(6-methoxypyridin-3-yl)ethanol (35 mg, 0.21 mmol) in acetonitrile (2 mL) and N,N-diisopropylethylamine (73 μL, 0.42 mmol) was subjected to microwave irradiation at 180° C. for 2 h. The reaction mixture was concentrated and purified by semi-prep HPLC (100×20.2 mm, C18 column; 25-50% CH3CN-water [10 mM Et2NH]) to give a light yellow solid.